This data is from the Open Reaction Database (ORD), a public repository of structured organic reaction records. The task is: describe an organic reaction: reactants, conditions, products, and yield Reactants: CCOC(=O)c1ccc(OCCn2ccnc2)c(Cl)c1, CC(=O)O, [K+], [OH-], O. Product: O=C(O)c1ccc(OCCn2ccnc2)c(Cl)c1. As a reaction SMILES: [CH2:1]([CH3:2])[O:3][C:4](=[O:5])[c:6]1[cH:7][c:8]([Cl:20])[c:9]([O:10][CH2:11][CH2:12][n:13]2[cH:14][n:15][cH:16][cH:17]2)[cH:18][cH:19]1.[CH3:23][C:24](=[O:25])[OH:26].[K+:22].[OH-:21].[OH2:27]>>[O:3]=[C:4]([OH:5])[c:6]1[cH:7][c:8]([Cl:20])[c:9]([O:10][CH2:11][CH2:12][n:13]2[cH:14][n:15][cH:16][cH:17]2)[cH:18][cH:19]1. Reactants: Cc1ncnc(C)c1C(=O)N1CC2CN(CCC3(c4ccccc4)CNC3)CC2C1, O=S(=O)(Cl)C1CCCC1, O=S(=O)(Cl)Cl. Yields the product Cc1ncnc(C)c1C(=O)N1CC2CNCC2C1. As a reaction SMILES: [CH3:1][c:2]1[n:3][cH:4][n:5][c:6]([CH3:30])[c:7]1[C:8](=[O:9])[N:10]1[CH2:11][CH:12]2[CH2:13][N:14]([CH2:18][CH2:19][C:20]3([c:21]4[cH:22][cH:23][cH:24][cH:25][cH:26]4)[CH2:27][NH:28][CH2:29]3)[CH2:15][CH:16]2[CH2:17]1.[CH:36]1([S:37]([Cl:38])(=[O:39])=[O:40])[CH2:41][CH2:42][CH2:43][CH2:44]1.[S:31]([Cl:32])([Cl:33])(=[O:34])=[O:35]>>[CH3:1][c:2]1[n:3][cH:4][n:5][c:6]([CH3:30])[c:7]1[C:8](=[O:9])[N:10]1[CH2:11][CH:12]2[CH2:13][NH:14][CH2:15][CH:16]2[CH2:17]1.